From a dataset of the Open Reaction Database (ORD), a public repository of structured organic reaction records. describe an organic reaction: reactants, conditions, products, and yield Reactants: crude mixture, C(=O)([O-])[O-].[Na+].[Na+] (Na2CO3), C(=O)NC1=C(C=CC=C1CC)CC (N-formyl-2,6-diethylaniline), P12(=S)SP3(=S)SP(=S)(S1)SP(=S)(S2)S3 (phosphorus pentasulfide), ClCCC(C)=O (4-Chloro-2-butanone). Solvent: O (H2O), O1CCOCC1 (1,4-dioxane). Conditions: time 15 minute. Product: [Cl-].C(C)C1=C(C(=CC=C1)CC)[N+]1=CSC(=C1C)C (3-(2,6-diethylphenyl)-4,5-dimethylthiazolium chloride). The yield is 98.4%. As a reaction SMILES: [CH:1]([NH:3][C:4]1[C:9]([CH2:10][CH3:11])=[CH:8][CH:7]=[CH:6][C:5]=1[CH2:12][CH3:13])=O.P12(SP3(SP(SP(S3)(S1)=S)(=S)S2)=S)=[S:15].[Cl:28][CH2:29][CH2:30][C:31](=O)[CH3:32].C([O-])([O-])=O.[Na+].[Na+]>O1CCOCC1.O>[Cl-:28].[CH2:12]([C:5]1[CH:6]=[CH:7][CH:8]=[C:9]([CH2:10][CH3:11])[C:4]=1[N+:3]1[C:30]([CH3:29])=[C:31]([CH3:32])[S:15][CH:1]=1)[CH3:13] |f:3.4.5,8.9|. Reported procedure: A mixture of 8d (3.545 g, 20 mmol) and phosphorus pentasulfide (0.900 g, 2.02 mmol) in dry 1,4-dioxane (5 mL) was stirred at room temperature for 15 min under an argon atmosphere. 4-Chloro-2-butanone (1.422 g, 20 mmol) was added and the resulting slurry was heated at 100° C. The reaction mixture was refluxed for 50 min, initially becoming clear yellow and finally deep red. After cooling at room temperature, the crude mixture was diluted with H2O (20 mL). Na2CO3 was added to the reaction mixture ... As a reaction SMILES: [CH3:34][c:35]1[cH:36][cH:37][cH:38][cH:39][cH:40]1.[Cl:1][CH2:2][c:3]1[cH:4][c:5]([F:14])[cH:6][c:7]2[c:11]1[O:10][C:9]([CH3:12])([CH3:13])[CH2:8]2.[c:15]1([P:21]([c:22]2[cH:23][cH:24][cH:25][cH:26][cH:27]2)[c:28]2[cH:29][cH:30][cH:31][cH:32][cH:33]2)[cH:16][cH:17][cH:18][cH:19][cH:20]1>>[CH2:2]([c:3]1[cH:4][c:5]([F:14])[cH:6][c:7]2[c:11]1[O:10][C:9]([CH3:12])([CH3:13])[CH2:8]2)[P+:21]([c:15]1[cH:16][cH:17][cH:18][cH:19][cH:20]1)([c:22]1[cH:23][cH:24][cH:25][cH:26][cH:27]1)[c:28]1[cH:29][cH:30][cH:31][cH:32][cH:33]1.[Cl-:1]. Product: CC1(C)Cc2cc(F)cc(C[P+](c3ccccc3)(c3ccccc3)c3ccccc3)c2O1, [Cl-]. The reactants are Cc1ccccc1, CC1(C)Cc2cc(F)cc(CCl)c2O1, c1ccc(P(c2ccccc2)c2ccccc2)cc1. Starting materials: Cl (hydrochloric acid), CC1(C=2C=CC(=CC2C(CC1)(C)C)OCC1=CC=C(C=C1)C#N)C (4-cyanobenzyl 5,6,7,8-tetrahydro-5,5,8,8-tetramethyl-2-naphthyl ether), [OH-].[Na+] (sodium hydroxide), O (water). Solvent: C(C)O (ethanol). The product is CC1(C=2C=CC(=CC2C(CC1)(C)C)OCC1=CC=C(C=C1)C(=O)O)C (4-Carboxybenzyl 5,6,7,8-tetrahydro-5,5,8,8-tetramethyl-2-naphthyl ether). RXN SMILES: [CH3:1][C:2]1([CH3:24])[CH2:11][CH2:10][C:9]([CH3:13])([CH3:12])[C:8]2[CH:7]=[C:6]([O:14][CH2:15][C:16]3[CH:21]=[CH:20][C:19]([C:22]#N)=[CH:18][CH:17]=3)[CH:5]=[CH:4][C:3]1=2.[OH-:25].[Na+].[OH2:27].Cl>C(O)C>[CH3:1][C:2]1([CH3:24])[CH2:11][CH2:10][C:9]([CH3:13])([CH3:12])[C:8]2[CH:7]=[C:6]([O:14][CH2:15][C:16]3[CH:21]=[CH:20][C:19]([C:22]([OH:27])=[O:25])=[CH:18][CH:17]=3)[CH:5]=[CH:4][C:3]1=2 |f:1.2|. Procedure: 20 g (0.063 mol) of 4-cyanobenzyl 5,6,7,8-tetrahydro-5,5,8,8-tetramethyl-2-naphthyl ether were refluxed with 163 ml of 10N sodium hydroxide solution in 245 ml of ethanol for 2 h. The mixture was cooled and then poured into water, which was then acidified with hydrochloric acid, and the precipitate was filtered off with suction and washed with water and reethanol. Drying resulted in 19.7 g of the title compound of melting point >330° C. Reactants: ClCCI (1-chloro-2-iodoethane), ClC1=NC(=C2N=CN(C2=N1)C1OCCCC1)N1CCOCC1 (2-chloro-6-morpholin-4-yl-9-(tetrahydropyran-2-yl)-9H-purine), CN(C)CCN(C)C (TMEDA), [Li]CCCC (n-BuLi). Run in C1CCOC1 (THF). Conditions: temperature 0 celsius. Product: ClC1=NC(=C2N=C(N(C2=N1)C1OCCCC1)I)N1CCOCC1 (2-Chloro-8-iodo-6-morpholin-4-yl-9-(tetrahydropyran-2-yl)-9H-purine). Yield: 86.5%. Reaction SMILES: [Cl:1][C:2]1[N:10]=[C:9]2[C:5]([N:6]=[CH:7][N:8]2[CH:11]2[CH2:16][CH2:15][CH2:14][CH2:13][O:12]2)=[C:4]([N:17]2[CH2:22][CH2:21][O:20][CH2:19][CH2:18]2)[N:3]=1.CN(CCN(C)C)C.[Li]CCCC.ClCC[I:39]>C1COCC1>[Cl:1][C:2]1[N:10]=[C:9]2[C:5]([N:6]=[C:7]([I:39])[N:8]2[CH:11]2[CH2:16][CH2:15][CH2:14][CH2:13][O:12]2)=[C:4]([N:17]2[CH2:22][CH2:21][O:20][CH2:19][CH2:18]2)[N:3]=1. Reported procedure: A solution of 2-chloro-6-morpholin-4-yl-9-(tetrahydropyran-2-yl)-9H-purine (1.50 g, 4.63 mmol) and TMEDA (1.72 mL, 6.94 mmol) in THF (30 mL) was cooled to −78° C. before the drop wise addition of n-BuLi (6.08 mL, 9.73 mmol, 1.6 M solution in hexanes). The resulting mixture was allowed to stir at −78° C. for 485 min before the addition of 1-chloro-2-iodoethane (902 μL, 16.22 mmol). The resulting mixture was allowed to warm to 0° C. over 2.5 h then quenched with H2O and extracted with DCM. The com... Reactants: ice water, O=P12OP3(=O)OP(=O)(O1)OP(=O)(O2)O3 (phosphorus pentoxide), P(O)(O)(O)=O (phosphoric acid), COC(COC1=C(C=CC=C1)Br)OC (2-(2-bromophenoxy)acetaldehyde dimethyl acetal). Run in ClC1=CC=CC=C1 (chlorobenzene). Product: BrC1=CC=CC2=C1OC=C2 (7-bromobenzo[b]furan). The yield is 57.7%. As a reaction SMILES: O=P12OP3(OP(OP(O3)(O1)=O)(=O)O2)=O.P(=O)(O)(O)O.CO[CH:22](OC)[CH2:23][O:24][C:25]1[CH:30]=[CH:29][CH:28]=[CH:27][C:26]=1[Br:31]>ClC1C=CC=CC=1>[Br:31][C:26]1[C:25]2[O:24][CH:23]=[CH:22][C:30]=2[CH:29]=[CH:28][CH:27]=1. Procedure: A mixture of phosphorus pentoxide (19.3 g) and phosphoric acid (64 ml, 85%) was added carefully to a stirred solution of 2-(2-bromophenoxy)acetaldehyde dimethyl acetal (69.6 g) in chlorobenzene (450 ml) at ambient temperature under nitrogen. The mixture was then heated under reflux for 20 hours, cooled and poured into ice/water (500 ml). The aqueous layer was separated and washed with dichloromethane (2×250 ml). The combined organic extracts were washed with brine (400 ml), dried (MgSO4), and th... The reactants are FC1=C(C(=O)Cl)C=CC=C1 (2-fluorobenzoyl chloride), CO (MeOH), CC1=C(C=CC(=C1)N1CC(CC1)N1C(CCC1)C)N (2-Methyl-4-(2-methyl-[1,3′]bipyrrolidinyl-1′-yl)-phenylamine), N1=CC=CC=C1 (pyridine). Solvent: C(Cl)Cl (DCM), C(Cl)Cl (DCM), C(Cl)Cl (DCM). Conditions: time 30 minute. Product: FC1=C(C(=O)NC2=C(C=C(C=C2)N2CC(CC2)N2C(CCC2)C)C)C=CC=C1 (2-Fluoro-N-[2-methyl-4-(2-methyl-[1,3′]bipyrrolidinyl-1′-yl)-phenyl]-benzamide). As a reaction SMILES: [CH3:1][C:2]1[CH:7]=[C:6]([N:8]2[CH2:12][CH2:11][CH:10]([N:13]3[CH2:17][CH2:16][CH2:15][CH:14]3[CH3:18])[CH2:9]2)[CH:5]=[CH:4][C:3]=1[NH2:19].[F:20][C:21]1[CH:29]=[CH:28][CH:27]=[CH:26][C:22]=1[C:23](Cl)=[O:24].N1C=CC=CC=1.CO>C(Cl)Cl>[F:20][C:21]1[CH:29]=[CH:28][CH:27]=[CH:26][C:22]=1[C:23]([NH:19][C:3]1[CH:4]=[CH:5][C:6]([N:8]2[CH2:12][CH2:11][CH:10]([N:13]3[CH2:17][CH2:16][CH2:15][CH:14]3[CH3:18])[CH2:9]2)=[CH:7][C:2]=1[CH3:1])=[O:24]. Procedure: 2-Methyl-4-(2-methyl-[1,3′]bipyrrolidinyl-1′-yl)-phenylamine (1.52 g, 5.84 mmol) was dissolved in DCM (30 mL). To this solution was transferred a solution of 2-fluorobenzoyl chloride in DCM (2 mL), followed by pyridine (7.5 mL). The solution was stirred at r.t. for 2 h when TLC (10% MeOH in DCM) and LC/MS showed that the reaction was complete. The reaction was quenched with polymer bounded diethylenetriamine (4 mmol/g, 1.5 g) and the suspension was stirred for 30 min. Then, 10 mL of DCM was adde... The reactants are [Al+3], O=C(O)c1cncc(Br)c1, C1CCOC1, CCOC(C)=O, [H-], [H-], [H-], [H-], [Li+], NC(=O)C1CNCCO1, O=S(=O)(O)O. The product is O=Cc1cncc(Br)c1. Reaction SMILES: [Al+3:2].[Br:22][c:23]1[cH:24][c:25]([C:29](=[O:30])[OH:31])[cH:26][n:27][cH:28]1.[CH2:37]1[O:38][CH2:39][CH2:40][CH2:41]1.[CH3:7][CH2:8][O:9][C:10](=[O:11])[CH3:12].[H-:1].[H-:4].[H-:5].[H-:6].[Li+:3].[O:13]1[CH2:14][CH2:15][NH:16][CH2:17][CH:18]1[C:19]([NH2:20])=[O:21].[S:32](=[O:33])(=[O:34])([OH:35])[OH:36]>>[Br:22][c:23]1[cH:24][c:25]([CH:29]=[O:30])[cH:26][n:27][cH:28]1.